From a dataset of the Open Reaction Database (ORD), a public repository of structured organic reaction records. describe an organic reaction: reactants, conditions, products, and yield The reactants are N(C1=CC=CC=C1)C1=CC(=C(C(=C1)C(C)(C)C)O)C(C)(C)C (4-anilino-2,6-di-t-butylphenol), CC1CC(=O)OC(C1)=O (3-methylglutaric anhydride), Cl (hydrochloric acid). Run in [OH-].[Na+] (sodium hydroxide). Reaction conditions: temperature 140 celsius. Product: C(C)(C)(C)C=1C=C(C=C(C1O)C(C)(C)C)N(C(=O)CC(CC(=O)O)C)C1=CC=CC=C1 (4-[N-(3,5-Di-t-butyl-4-hydroxyphenyl)-N-phenylcarbamoyl]-3-methylbutyric Acid). Isolated yield 54.0%. As a reaction SMILES: [NH:1]([C:8]1[CH:13]=[C:12]([C:14]([CH3:17])([CH3:16])[CH3:15])[C:11]([OH:18])=[C:10]([C:19]([CH3:22])([CH3:21])[CH3:20])[CH:9]=1)[C:2]1[CH:7]=[CH:6][CH:5]=[CH:4][CH:3]=1.[CH3:23][CH:24]1[CH2:30][C:29](=[O:31])[O:28][C:26](=[O:27])[CH2:25]1.Cl>[OH-].[Na+]>[C:14]([C:12]1[CH:13]=[C:8]([N:1]([C:2]2[CH:3]=[CH:4][CH:5]=[CH:6][CH:7]=2)[C:29]([CH2:30][CH:24]([CH3:23])[CH2:25][C:26]([OH:28])=[O:27])=[O:31])[CH:9]=[C:10]([C:19]([CH3:22])([CH3:21])[CH3:20])[C:11]=1[OH:18])([CH3:15])([CH3:16])[CH3:17] |f:3.4|. Procedure: Under a nitrogen atmosphere, a mixture of 2.97 g (0.01 mole) of 4-anilino-2,6-di-t-butylphenol and 6.40 g (0.05 mole) of 3-methylglutaric anhydride was heated at 140° C. for 2 hours. After cooling, the reaction mixture was suspended in 10% sodium hydroxide, and acidified with 10% hydrochloric acid. The resulting precipitate was collected, rinsed with water, air dried, and recrystallized twice from a mixture of ethyl acetate and hexane to give a beige solid. This material was purified by silica g... Starting materials: C(=O)(Cl)Cl (phosgene), BrC=1C=NC(=NC1)OC1=C(C=C(N)C=C1)Cl (4-(5-bromo-2-pyrimidinyloxy)-3-chloroaniline). Solvent: C(C)(=O)OCC (ethyl acetate), C(C)(=O)OCC (ethyl acetate), C(C)(=O)OCC (ethyl acetate). The product is BrC=1C=NC(=NC1)OC1=C(C=C(C=C1)N=C=O)Cl (4-(5-bromo-2-pyrimidinyloxy)-3-chlorophenylisocyanate). The yield is 95.1%. Reaction SMILES: [C:1](Cl)(Cl)=[O:2].[Br:5][C:6]1[CH:7]=[N:8][C:9]([O:12][C:13]2[CH:19]=[CH:18][C:16]([NH2:17])=[CH:15][C:14]=2[Cl:20])=[N:10][CH:11]=1>C(OCC)(=O)C>[Br:5][C:6]1[CH:11]=[N:10][C:9]([O:12][C:13]2[CH:19]=[CH:18][C:16]([N:17]=[C:1]=[O:2])=[CH:15][C:14]=2[Cl:20])=[N:8][CH:7]=1. Procedure: Into a flask, a solution of 0.02 mol of phosgene in 30 ml of ethyl acetate was introduced. To this solution, a solution of 3 g of 4-(5-bromo-2-pyrimidinyloxy)-3-chloroaniline in 10 ml of ethyl acetate was dropwise added at room temperature. The mixture was reacted at room temperature for 3 hours under stirring and further under reflux for one hour. After completion of the reaction, ethyl acetate was distilled off under reduced pressure, and the residue was vacuum-dried to obtain 3.10 g of 4-(5-b... Reactants: M-indole, C1=CC=CC2=NC=C3C=CC=CC3=C12 (phenanthridine), FC(C=1C=C(C(=O)Cl)C=CC1)(F)F (3-trifluoromethylbenzoyl chloride), N1C=CC2=CC=CC=C12 (indole). The product is N1C=C(C2=CC=CC=C12)C1N(C=2C=CC=CC2C2=CC=CC=C12)C(=O)C1=CC(=CC=C1)C(F)(F)F ([6-(1H-Indol-3-yl)-6H-phenanthridin-5-yl]-(3-trifluoromethyl-phenyl)-methanone). Reaction SMILES: [CH:1]1[C:14]2[C:5](=[N:6][CH:7]=[C:8]3[C:13]=2[CH:12]=[CH:11][CH:10]=[CH:9]3)[CH:4]=[CH:3][CH:2]=1.[F:15][C:16]([F:27])([F:26])[C:17]1[CH:18]=[C:19]([CH:23]=[CH:24][CH:25]=1)[C:20](Cl)=[O:21].[NH:28]1[C:36]2[C:31](=[CH:32][CH:33]=[CH:34][CH:35]=2)[CH:30]=[CH:29]1>>[NH:28]1[C:36]2[C:31](=[CH:32][CH:33]=[CH:34][CH:35]=2)[C:30]([CH:7]2[C:8]3[C:13](=[CH:12][CH:11]=[CH:10][CH:9]=3)[C:14]3[CH:1]=[CH:2][CH:3]=[CH:4][C:5]=3[N:6]2[C:20]([C:19]2[CH:23]=[CH:24][CH:25]=[C:17]([C:16]([F:27])([F:26])[F:15])[CH:18]=2)=[O:21])=[CH:29]1. Procedure: [6-(1H-Indol-3-yl)-6H-phenanthridin-5-yl]-(3-trifluoromethyl-phenyl)-methanone was prepared from phenanthridine, 3-trifluoromethylbenzoyl chloride, and indole according to GP 2. Yield, 3%. 1H-NMR (DMSO-d6): δ=6.24 (d, J=1.9 Hz, 1H), 6.38 (s, br., 1H), 6.82 (t, J=7.5 Hz, 1H), 7.01-7.10 (m, 2H), 7.15 (t, J=7.6 Hz, 1H), 7.20-7.32 (m, 2H), 7.40-7.60 (m, 6H), 7.74 (d, J=7.3 Hz, 1H), 7.88 (d, br., J=7 Hz, 1H), 8.00 (d, J=7.6 Hz, 1H), 8.13 (d, J=7.6 Hz, 1H), 10.73 (s, 1H); (+)-ESI-MS: m/z=469 [M+H]+, 3...